This data is from the Open Reaction Database (ORD), a public repository of structured organic reaction records. The task is: describe an organic reaction: reactants, conditions, products, and yield The reactants are O=C(O)c1cc(Br)c(F)c(F)c1F, C1CCOC1, CC(C)NC(C)C, Nc1ccccc1Cl, [Li]. The product is O=C(O)c1cc(Br)c(F)c(F)c1Nc1ccccc1Cl. RXN SMILES: [Br:17][c:18]1[c:19]([F:29])[c:20]([F:28])[c:21]([F:27])[c:22]([C:23](=[O:24])[OH:25])[cH:26]1.[CH2:30]1[O:31][CH2:32][CH2:33][CH2:34]1.[CH:1]([NH:2][CH:3]([CH3:4])[CH3:5])([CH3:6])[CH3:7].[Cl:9][c:10]1[c:11]([NH2:16])[cH:12][cH:13][cH:14][cH:15]1.[Li:8]>>[Cl:9][c:10]1[c:11]([NH:16][c:21]2[c:20]([F:28])[c:19]([F:29])[c:18]([Br:17])[cH:26][c:22]2[C:23](=[O:24])[OH:25])[cH:12][cH:13][cH:14][cH:15]1.